Dataset: the Open Reaction Database (ORD), a public repository of structured organic reaction records. Task: describe an organic reaction: reactants, conditions, products, and yield Starting materials: FC1=C(COC=2C=3N(C=CC2)C(=C(N3)C)C(=O)O)C(=CC=C1)F (8-[(2,6-difluorobenzyl)oxy]-2-methylimidazo[1,2-a]pyridine-3-carboxylic acid), NC(C(C(F)(F)F)O)C (3-amino-1,1,1-trifluorobutan-2-ol), CN(C)C(=[N+](C)C)ON1C2=C(C=CC=C2)N=N1.[B-](F)(F)(F)F (TBTU). The solvent is ClCCl (dichloromethane). Run at time 48 hour. Product: FC1=C(COC=2C=3N(C=CC2)C(=C(N3)C)C(=O)NC(C)C(C(F)(F)F)O)C(=CC=C1)F (8-[(2,6-Difluorobenzyl)oxy]-2-methyl-N-(4,4,4-trifluoro-3-hydroxybutan-2-yl)imidazo[1,2-a]-pyridine-3-carboxamide). RXN SMILES: [F:1][C:2]1[CH:22]=[CH:21][CH:20]=[C:19]([F:23])[C:3]=1[CH2:4][O:5][C:6]1[C:7]2[N:8]([C:12]([C:16]([OH:18])=O)=[C:13]([CH3:15])[N:14]=2)[CH:9]=[CH:10][CH:11]=1.[NH2:24][CH:25]([CH3:32])[CH:26]([OH:31])[C:27]([F:30])([F:29])[F:28].CN(C(ON1N=NC2C=CC=CC1=2)=[N+](C)C)C.[B-](F)(F)(F)F>ClCCl>[F:23][C:19]1[CH:20]=[CH:21][CH:22]=[C:2]([F:1])[C:3]=1[CH2:4][O:5][C:6]1[C:7]2[N:8]([C:12]([C:16]([NH:24][CH:25]([CH:26]([OH:31])[C:27]([F:30])([F:29])[F:28])[CH3:32])=[O:18])=[C:13]([CH3:15])[N:14]=2)[CH:9]=[CH:10][CH:11]=1 |f:2.3|. Procedure: 250 mg of 8-[(2,6-difluorobenzyl)oxy]-2-methylimidazo[1,2-a]pyridine-3-carboxylic acid (0.785 mmol), 112 mg of 3-amino-1,1,1-trifluorobutan-2-ol (mixture of four stereoisomers; 0.785 mmol) and 277 mg of TBTU (0.864 mmol) were dissolved in 1.5 ml of dichloromethane, and the mixture was stirred at RT for 48 h. The reaction mixture was concentrated and the residue was taken up in methanol and purified by preparative HPLC (Method 7). This gave 186 mg (53% of theory) of the title compound, which was ...